Dataset: the Open Reaction Database (ORD), a public repository of structured organic reaction records. Task: describe an organic reaction: reactants, conditions, products, and yield The reactants are COc1ccc(Br)cc1S(C)(=O)=O, C1CNCCN1, CC(C)(C)[O-], CCOCC, [Na+], C1COCCO1, O=C(C=Cc1ccccc1)C=Cc1ccccc1, O=C(C=Cc1ccccc1)C=Cc1ccccc1, O=C(C=Cc1ccccc1)C=Cc1ccccc1, [Pd], [Pd]. RXN SMILES: [Br:1][c:2]1[cH:3][c:4]([S:10](=[O:11])(=[O:12])[CH3:13])[c:5]([O:8][CH3:9])[cH:6][cH:7]1.[CH2:14]1[CH2:15][NH:16][CH2:17][CH2:18][NH:19]1.[CH3:20][C:21]([CH3:22])([O-:23])[CH3:24].[CH3:32][CH2:33][O:34][CH2:35][CH3:36].[Na+:25].[O:26]1[CH2:27][CH2:28][O:29][CH2:30][CH2:31]1.[O:39]=[C:40]([CH:41]=[CH:42][c:43]1[cH:44][cH:45][cH:46][cH:47][cH:48]1)[CH:49]=[CH:50][c:51]1[cH:52][cH:53][cH:54][cH:55][cH:56]1.[O:57]=[C:58]([CH:59]=[CH:60][c:61]1[cH:62][cH:63][cH:64][cH:65][cH:66]1)[CH:67]=[CH:68][c:69]1[cH:70][cH:71][cH:72][cH:73][cH:74]1.[O:75]=[C:76]([CH:77]=[CH:78][c:79]1[cH:80][cH:81][cH:82][cH:83][cH:84]1)[CH:85]=[CH:86][c:87]1[cH:88][cH:89][cH:90][cH:91][cH:92]1.[Pd:37].[Pd:38]>>[c:2]1([N:16]2[CH2:15][CH2:14][NH:19][CH2:18][CH2:17]2)[cH:3][c:4]([S:10](=[O:11])(=[O:12])[CH3:13])[c:5]([O:8][CH3:9])[cH:6][cH:7]1. The product is COc1ccc(N2CCNCC2)cc1S(C)(=O)=O. Starting materials: CC(C)(C)OC(=O)NC1CCC(C=O)CC1, [Cl-], [H-], [NH4+], [Na+], C1CCOC1, CCOP(=O)(CC(C)=O)OCC. Yields the product CC(=O)C=CC1CCC(NC(=O)OC(C)(C)C)CC1. As a reaction SMILES: [CH:15](=[O:16])[CH:17]1[CH2:18][CH2:19][CH:20]([NH:23][C:24]([O:25][C:26]([CH3:27])([CH3:28])[CH3:29])=[O:30])[CH2:21][CH2:22]1.[Cl-:31].[H-:1].[NH4+:32].[Na+:2].[O:33]1[CH2:34][CH2:35][CH2:36][CH2:37]1.[O:3]=[C:4]([CH2:5][P:6](=[O:7])([O:8][CH2:9][CH3:10])[O:11][CH2:12][CH3:13])[CH3:14]>>[O:3]=[C:4]([CH:5]=[CH:15][CH:17]1[CH2:18][CH2:19][CH:20]([NH:23][C:24]([O:25][C:26]([CH3:27])([CH3:28])[CH3:29])=[O:30])[CH2:21][CH2:22]1)[CH3:14]. Starting materials: COC(=O)CBr, O=C([O-])[O-], CC(C)=O, [I-], [K+], [K+], [K+], O=[N+]([O-])c1ccc(-c2ccc(O)cc2)cc1. The product is COC(=O)COc1ccc(-c2ccc([N+](=O)[O-])cc2)cc1. As a reaction SMILES: [Br:17][CH2:18][C:19](=[O:20])[O:21][CH3:22].[C:25](=[O:26])([O-:27])[O-:28].[CH3:31][C:32](=[O:33])[CH3:34].[I-:24].[K+:23].[K+:29].[K+:30].[OH:1][c:2]1[cH:3][cH:4][c:5](-[c:8]2[cH:9][cH:10][c:11]([N+:14](=[O:15])[O-:16])[cH:12][cH:13]2)[cH:6][cH:7]1>>[O:1]([c:2]1[cH:3][cH:4][c:5](-[c:8]2[cH:9][cH:10][c:11]([N+:14](=[O:15])[O-:16])[cH:12][cH:13]2)[cH:6][cH:7]1)[CH2:18][C:19](=[O:20])[O:21][CH3:22]. Reactants: OC1=C(C=NN1C1=NC=CC(=C1)C#N)C (2-(5-hydroxy-4-methylpyrazol-1-yl)pyridine-4-carbonitrile), FC1=CC=C(CO)C=C1 (4-fluorobenzyl alcohol). Product: FC1=CC=C(C=C1)COC1=C(C=NN1C1=NC=CC(=C1)C#N)C (2-[5-[(4-fluorophenyl)methoxy]-4-methylpyrazol-1-yl]pyridine-4-carbonitrile). Reaction SMILES: [OH:1][C:2]1[N:6]([C:7]2[CH:12]=[C:11]([C:13]#[N:14])[CH:10]=[CH:9][N:8]=2)[N:5]=[CH:4][C:3]=1[CH3:15].[F:16][C:17]1[CH:24]=[CH:23][C:20]([CH2:21]O)=[CH:19][CH:18]=1>>[F:16][C:17]1[CH:24]=[CH:23][C:20]([CH2:21][O:1][C:2]2[N:6]([C:7]3[CH:12]=[C:11]([C:13]#[N:14])[CH:10]=[CH:9][N:8]=3)[N:5]=[CH:4][C:3]=2[CH3:15])=[CH:19][CH:18]=1. Procedure details: The title compound was prepared from 2-(5-hydroxy-4-methylpyrazol-1-yl)pyridine-4-carbonitrile and 4-fluorobenzyl alcohol according to the procedure for the preparation of Example 39, part C. 1H NMR (300 MHz, CDCl3): δ 1.91 (3H, s), 5.14 (2H, s), 7.26 (2H, s), 7.33-7.37 (3H, m), 7.46 (1H, s), 7.99 (1H, s), 8.62 (1H, d, J=5.1 Hz). [M+H] Calc'd for C17H13FN4O, 309. Found, 309. Starting materials: Cl (HCl), ClC1=CC=C(C=C1)O (p-chlorophenol), [OH-].[K+] (potassium hydroxide), [I-].[K+] (potassium iodide), ClCCCOC1=CC=C(C=C1)CC(=O)O ([p-(3-chloropropoxy)phenyl]acetic acid). Run in C(C)O (ethanol), O (water). Product: ClC1=CC=C(OCCCOC2=CC=C(C=C2)CC(=O)O)C=C1 ({p-[3-(p-Chlorophenoxy)propoxy]phenyl}acetic acid). The yield is 73.6%. RXN SMILES: [Cl:1][C:2]1[CH:7]=[CH:6][C:5]([OH:8])=[CH:4][CH:3]=1.[OH-].[K+].[I-].[K+].Cl[CH2:14][CH2:15][CH2:16][O:17][C:18]1[CH:23]=[CH:22][C:21]([CH2:24][C:25]([OH:27])=[O:26])=[CH:20][CH:19]=1.Cl>C(O)C.O>[Cl:1][C:2]1[CH:7]=[CH:6][C:5]([O:8][CH2:14][CH2:15][CH2:16][O:17][C:18]2[CH:23]=[CH:22][C:21]([CH2:24][C:25]([OH:27])=[O:26])=[CH:20][CH:19]=2)=[CH:4][CH:3]=1 |f:1.2,3.4|. Procedure details: To a solution of 2.58 g of p-chlorophenol in 25 ml of ethanol is added 2.64 g of 85% potassium hydroxide solution, 3.6 g of potassium iodide and 4.6 g of [p-(3-chloropropoxy)phenyl]acetic acid. The mixture is refluxed for 18 hours, diluted with water, acidified with concentrated HCl and filtered to give 4.74 g of crystals. Recrystallization from acetic acid-water gives 3.85 g of white crystals, mp slowly melts 131°-150° C. Reactants: Cl (hydrogen chloride), CO (methanol), COC1=CC=C(C=CC(=O)O)C=C1 (p-Methoxycinnamic acid). Product: COC1=CC=C(C=CC(=O)OC)C=C1 (methyl p-methoxycinnamate). Reaction SMILES: [CH3:1][O:2][C:3]1[CH:13]=[CH:12][C:6]([CH:7]=[CH:8][C:9]([OH:11])=[O:10])=[CH:5][CH:4]=1.Cl.[CH3:15]O>>[CH3:1][O:2][C:3]1[CH:13]=[CH:12][C:6]([CH:7]=[CH:8][C:9]([O:11][CH3:15])=[O:10])=[CH:5][CH:4]=1. Procedure details: p-Methoxycinnamic acid was dissolved in refluxing methanol containing a catalytic amount of hydrogen chloride to form methyl p-methoxycinnamate. The yield of purified ester was 85%, m.p. 88°-89° (lit. 90°; Dictionary of Organic Compounds, II, Sir Ian Heilbron, ed., p. 600 (1946)): λmaxCCl4 3.32, 3.38 and 3.52 (CH1 --OCH3), 5.81 (C=O), 6.1 and 10.15 (CH-CH, trans), 7.95 and 8.5--8.6 (ester)μ. The NMR (δ) supported the expected structure: 6.13-7.78 (series of multiples, aromatic and vinyl), 3.86 (...